From a dataset of the Open Reaction Database (ORD), a public repository of structured organic reaction records. describe an organic reaction: reactants, conditions, products, and yield Reactants: C=C(CBr)C(=O)OCC, CCn1ncc2c(NC3CCCCC3)c(C=NO)cnc21, ClC(Cl)Cl, [O-]Cl, ClCCl, [Na+], O. Product: CCOC(=O)C1(CBr)CC(c2cnc3c(cnn3CC)c2NC2CCCCC2)=NO1. Reaction SMILES: [Br:26][CH2:27][C:28]([C:29](=[O:30])[O:31][CH2:32][CH3:33])=[CH2:34].[CH:1]1([NH:7][c:8]2[c:9]3[c:10]([n:11][cH:12][c:13]2[CH:14]=[N:15][OH:16])[n:17]([CH2:20][CH3:21])[n:18][cH:19]3)[CH2:2][CH2:3][CH2:4][CH2:5][CH2:6]1.[CH:22]([Cl:23])([Cl:24])[Cl:25].[Cl:35][O-:36].[Cl:38][CH2:39][Cl:40].[Na+:37].[OH2:41]>>[CH:1]1([NH:7][c:8]2[c:9]3[c:10]([n:11][cH:12][c:13]2[C:14]2=[N:15][O:16][C:28]([CH2:27][Br:26])([C:29](=[O:30])[O:31][CH2:32][CH3:33])[CH2:34]2)[n:17]([CH2:20][CH3:21])[n:18][cH:19]3)[CH2:2][CH2:3][CH2:4][CH2:5][CH2:6]1. Reactants: C1CCOC1, CCN(C(C)C)C(C)C, Cc1ccc(F)cc1C1NC(=O)CC(c2cc(Cl)ccc2OC(C)(C)CO)C12C(=O)Nc1cc(Cl)ccc12, NCCN1CCCCC1, On1nnc2ccccc21. Yields the product Cc1ccc(F)cc1C1NC(=O)CC(c2cc(Cl)ccc2OC(C)(C)C(=O)NCCN2CCCCC2)C12C(=O)Nc1cc(Cl)ccc12. RXN SMILES: [CH2:67]1[O:68][CH2:69][CH2:70][CH2:71]1.[CH:49]([N:50]([CH2:51][CH3:52])[CH:53]([CH3:54])[CH3:55])([CH3:56])[CH3:57].[Cl:1][c:2]1[cH:3][cH:4][c:5]2[c:9]([cH:10]1)[NH:8][C:7](=[O:11])[C:6]21[CH:12]([c:31]2[c:32]([CH3:38])[cH:33][cH:34][c:35]([F:37])[cH:36]2)[NH:13][C:14](=[O:30])[CH2:15][CH:16]1[c:17]1[c:18]([O:24][C:25]([CH2:26][OH:27])([CH3:28])[CH3:29])[cH:19][cH:20][c:21]([Cl:23])[cH:22]1.[N:58]1([CH2:64][CH2:65][NH2:66])[CH2:59][CH2:60][CH2:61][CH2:62][CH2:63]1.[OH:39][n:40]1[c:41]2[c:42]([cH:43][cH:44][cH:45][cH:46]2)[n:47][n:48]1>>[Cl:1][c:2]1[cH:3][cH:4][c:5]2[c:9]([cH:10]1)[NH:8][C:7](=[O:11])[C:6]21[CH:12]([c:31]2[c:32]([CH3:38])[cH:33][cH:34][c:35]([F:37])[cH:36]2)[NH:13][C:14](=[O:30])[CH2:15][CH:16]1[c:17]1[c:18]([O:24][C:25]([C:26](=[O:27])[NH:66][CH2:65][CH2:64][N:58]2[CH2:59][CH2:60][CH2:61][CH2:62][CH2:63]2)([CH3:28])[CH3:29])[cH:19][cH:20][c:21]([Cl:23])[cH:22]1. Conditions: temperature 55 celsius, time 6 hour. RXN SMILES: [C:1]([O:5][C:6]([N:8]1[CH2:13][CH2:12][CH:11]([O:14][C:15]2[CH:20]=[CH:19][C:18]([NH:21][CH2:22][CH:23]=[CH:24][C:25]3[CH:30]=[CH:29][CH:28]=[C:27]([C:31]#[N:32])[CH:26]=3)=[CH:17][C:16]=2[N+:33]([O-:35])=[O:34])[CH2:10][CH2:9]1)=[O:7])([CH3:4])([CH3:3])[CH3:2].C([O-])([O-])=O.[K+].[K+].Br[CH2:43][C:44]([O:46][CH3:47])=[O:45]>CN(C=O)C.O>[C:1]([O:5][C:6]([N:8]1[CH2:13][CH2:12][CH:11]([O:14][C:15]2[CH:20]=[CH:19][C:18]([N:21]([CH2:43][C:44]([O:46][CH3:47])=[O:45])[CH2:22][CH:23]=[CH:24][C:25]3[CH:30]=[CH:29][CH:28]=[C:27]([C:31]#[N:32])[CH:26]=3)=[CH:17][C:16]=2[N+:33]([O-:35])=[O:34])[CH2:10][CH2:9]1)=[O:7])([CH3:4])([CH3:2])[CH3:3] |f:1.2.3|. Product: C(C)(C)(C)OC(=O)N1CCC(CC1)OC1=C(C=C(C=C1)N(CC=CC1=CC(=CC=C1)C#N)CC(=O)OC)[N+](=O)[O-] (4-(N′-(t-butoxycarbonyl)piperidin-4-yl)oxy-3-nitro-N-(methoxycarbonylmethyl)-N-(3-(3-cyanophenyl)prop-2-en-1-yl)benzenamine). Reported procedure: To 4-(N′-(t-butoxycarbonyl)piperidin-4-yl)oxy-3-nitro-N-(3-(3-cyanophenyl)prop-2-en-1-yl)benzenamine (0.39 g) and K2CO3 (0.56 g) in DMF was added methyl bromoacetate. The mixture was stirred at 55° C. for 6 hours. The reaction was cooled, diluted with water and extracted with ethyl acetate (3×). The organic layer was concentrated and purified on silica gel column to afford 4-(N′-(t-butoxycarbonyl)piperidin-4-yl)oxy-3-nitro-N-(methoxycarbonylmethyl)-N-(3-(3-cyanophenyl)prop-2-en-1-yl)benzenamine ... The reactants are C(C)(C)(C)OC(=O)N1CCC(CC1)OC1=C(C=C(C=C1)NCC=CC1=CC(=CC=C1)C#N)[N+](=O)[O-] (4-(N′-(t-butoxycarbonyl)piperidin-4-yl)oxy-3-nitro-N-(3-(3-cyanophenyl)prop-2-en-1-yl)benzenamine), C(=O)([O-])[O-].[K+].[K+] (K2CO3), BrCC(=O)OC (methyl bromoacetate). Solvent: O (water), CN(C)C=O (DMF). Starting materials: CS(C)=O, COc1cc(C=Cc2ccc3[nH]ccc3c2)cc(OC)c1, CI, [K+], [OH-]. The product is COc1cc(C=Cc2ccc3c(ccn3C)c2)cc(OC)c1. RXN SMILES: [CH3:26][S:27]([CH3:28])=[O:29].[CH3:3][O:4][c:5]1[cH:6][c:7]([CH:13]=[CH:14][c:15]2[cH:16][c:17]3[cH:18][cH:19][nH:20][c:21]3[cH:22][cH:23]2)[cH:8][c:9]([O:11][CH3:12])[cH:10]1.[I:24][CH3:25].[K+:2].[OH-:1]>>[CH3:3][O:4][c:5]1[cH:6][c:7]([CH:13]=[CH:14][c:15]2[cH:16][c:17]3[cH:18][cH:19][n:20]([CH3:25])[c:21]3[cH:22][cH:23]2)[cH:8][c:9]([O:11][CH3:12])[cH:10]1. The reactants are CC(=O)O[BH-](OC(C)=O)OC(C)=O, CCCCc1nnc(OCC2(O)CCNCC2)cc1-c1ccc(OCc2ccccc2)cc1, ClCCl, Cl, Cl, [Na+]. The product is CCCCc1nnc(OCC2(O)CCN(C)CC2)cc1-c1ccc(OCc2ccccc2)cc1. RXN SMILES: [C:36]([O:37][BH-:38]([O:39][C:40](=[O:41])[CH3:42])[O:43][C:44](=[O:45])[CH3:46])(=[O:47])[CH3:48].[CH2:3]([c:4]1[cH:5][cH:6][cH:7][cH:8][cH:9]1)[O:10][c:11]1[cH:12][cH:13][c:14](-[c:17]2[cH:18][c:19]([O:27][CH2:28][C:29]3([OH:35])[CH2:30][CH2:31][NH:32][CH2:33][CH2:34]3)[n:20][n:21][c:22]2[CH2:23][CH2:24][CH2:25][CH3:26])[cH:15][cH:16]1.[Cl:50][CH2:51][Cl:52].[ClH:1].[ClH:2].[Na+:49]>>[CH2:3]([c:4]1[cH:5][cH:6][cH:7][cH:8][cH:9]1)[O:10][c:11]1[cH:12][cH:13][c:14](-[c:17]2[cH:18][c:19]([O:27][CH2:28][C:29]3([OH:35])[CH2:30][CH2:31][N:32]([CH3:36])[CH2:33][CH2:34]3)[n:20][n:21][c:22]2[CH2:23][CH2:24][CH2:25][CH3:26])[cH:15][cH:16]1. Reactants: FC(C1=CC(=NC=2N1N=CC2)C2=CC=C(C=C2)C(F)(F)F)(F)F (7-trifluoromethyl-5-(4-trifluoromethyl-phenyl)-pyrazolo[1,5-α]pyrimidine), [OH-].[Na+] (NaOH). Run in C1(=CC=CC=C1)C (toluene). The product is C(#C)C=1C=CC(=NC1)N (5-Ethynyl-pyridin-2-ylamine). Yield: 36.4%. RXN SMILES: FC(F)(F)C1[N:8]2N=CC=[C:7]2[N:6]=[C:5]([C:12]2[CH:17]=[CH:16]C(C(F)(F)F)=[CH:14][CH:13]=2)C=1.[OH-].[Na+]>C1(C)C=CC=CC=1>[C:17]([C:12]1[CH:13]=[CH:14][C:7]([NH2:8])=[N:6][CH:5]=1)#[CH:16] |f:1.2|. Procedure: A solution of 4-(6-amino-pyridin-3-yl)-2-methyl-but-3-yn-2-ol (example D.1 method 2 step 1) (22.5 g, 128 mmol) in toluene (500 mL) was refluxed in the presence of powdered NaOH (3.83 g, 96 mmol) for 16 h. The solvent was removed under reduced pressure to leave a brown residue which was purified by silica gel column chromatography with dichloromethane and ether, followed by trituration with heptane to give the title compound (5.5 g, 36%) (31.1 g, 100%) as light red solid. MS (EI) 118.1 [(M)+]; mp... Starting materials: ClC=1N=CC2=C(N(CC(C(N2C)=O)(F)F)C2CCCC2)N1 (2-chloro-9-cyclopentyl-7,7-difluoro-5-methyl-5,7,8,9-tetrahydro-pyrimido[4,5-b][1,4]diazepin-6-one), NC1=C(C=C(C(=O)O)C=C1)C (4-amino-3-methylbenzoic acid), Cl (hydrochloric acid). Solvent: C(C)O (ethanol). Product: C1(CCCC1)N1C2=C(N(C(C(C1)(F)F)=O)C)C=NC(=N2)NC2=C(C=C(C(=O)O)C=C2)C (4-(9-cyclopentyl-7,7-difluoro-5-methyl-6-oxo-6,7,8,9-tetrahydro-5H-pyrimido[4,5-b][1,4]diazepin-2-ylamino)-3-methyl-benzoic acid). Isolated yield 23.9%. Reaction SMILES: Cl[C:2]1[N:3]=[CH:4][C:5]2[N:11]([CH3:12])[C:10](=[O:13])[C:9]([F:15])([F:14])[CH2:8][N:7]([CH:16]3[CH2:20][CH2:19][CH2:18][CH2:17]3)[C:6]=2[N:21]=1.[NH2:22][C:23]1[CH:31]=[CH:30][C:26]([C:27]([OH:29])=[O:28])=[CH:25][C:24]=1[CH3:32].Cl>C(O)C>[CH:16]1([N:7]2[CH2:8][C:9]([F:15])([F:14])[C:10](=[O:13])[N:11]([CH3:12])[C:5]3[CH:4]=[N:3][C:2]([NH:22][C:23]4[CH:31]=[CH:30][C:26]([C:27]([OH:29])=[O:28])=[CH:25][C:24]=4[CH3:32])=[N:21][C:6]2=3)[CH2:20][CH2:19][CH2:18][CH2:17]1. Procedure: A mixture of 1.0 g (3.15 mmole) of 2-chloro-9-cyclopentyl-7,7-difluoro-5-methyl-5,7,8,9-tetrahydro-pyrimido[4,5-b][1,4]diazepin-6-one (VII-20), 0.572 g (3.78 mmole) of 4-amino-3-methylbenzoic acid, 10 mL of ethanol and 40 mL of 1M hydrochloric acid was heated at reflux for 14 hours. The mixture was cooled and the white precipitate was collected by filtratration, washed with cold water and dried in vacuum to give 0.3251 g of 4-(9-cyclopentyl-7,7-difluoro-5-methyl-6-oxo-6,7,8,9-tetrahydro-5H-pyrim... The reactants are C(=O)(Cl)Cl (phosgene), C1=C(C=CC2=CC=CC=C12)O (2-naphthol), C1(=CC=CC=C1)P(C1=CC=CC=C1)C1=CC=CC=C1 (triphenylphosphine), COCl2. Conditions: time 1 hour. Product: C1=C(C=CC2=CC=CC=C12)OC(=O)Cl (chloroformic acid 2-naphthyl ester). Yield: 75.0%. As a reaction SMILES: [CH:1]1[C:10]2[C:5](=[CH:6][CH:7]=[CH:8][CH:9]=2)[CH:4]=[CH:3][C:2]=1[OH:11].C1(P(C2C=CC=CC=2)C2C=CC=CC=2)C=CC=CC=1.[C:31](Cl)([Cl:33])=[O:32]>>[CH:1]1[C:10]2[C:5](=[CH:6][CH:7]=[CH:8][CH:9]=2)[CH:4]=[CH:3][C:2]=1[O:11][C:31]([Cl:33])=[O:32]. Procedure: 433 g (3.0 mols) of 2-naphthol and 15.7 g of triphenylphosphine are initially introduced into an apparatus as described in Example 1. The mixture is heated to 120° to 125° C. and 325 g of COCl2 are introduced in the course of 12 hours. The reaction mixture is stirred for a further 1 hour, excess phosgene is drawn off in vacuo and crude chloroformic acid 2-naphthyl ester is obtained in a yield of 75% of the theoretical yield. Starting materials: N (ammonia), C(C1=CC=CC=C1)N=C=S (benzylisothiocyanate), O (water). The solvent is C1CCOC1 (THF). The product is C(C1=CC=CC=C1)NC(=S)N (benzyl-2-thiourea). The yield is 108.1%. RXN SMILES: [CH2:1]([N:8]=[C:9]=[S:10])[C:2]1[CH:7]=[CH:6][CH:5]=[CH:4][CH:3]=1.[NH3:11].O>C1COCC1>[CH2:1]([NH:8][C:9]([NH2:11])=[S:10])[C:2]1[CH:7]=[CH:6][CH:5]=[CH:4][CH:3]=1. Procedure details: 96.3 g (366 mmoles) of benzylisothiocyanate were dissolved in 100 ml o THF and treated with 44.2 ml (732 mmoles) of 32% ammonia solution After 0.5 hour at 40-45° C., 300 ml of water were added and the THF removed in vacuo. The gummy suspension is treated with 200 ml of ether, the crystals collected and washed with water and ether. Suspension in 30 ml of methylenechloride and collection gave 65.77 g (64.2%) of benzyl-2-thiourea with mp 144-5° C.